Dataset: the Open Reaction Database (ORD), a public repository of structured organic reaction records. Task: describe an organic reaction: reactants, conditions, products, and yield Starting materials: CS(=O)C (dimethyl sulfoxide), [BH4-].[Na+] (sodium borohydride), [Cl-].O[NH3+] (hydroxylammonium chloride), C(O)([O-])=O.[Na+] (sodium hydrogencarbonate), CS(=O)C (dimethyl sulfoxide), C(C)C1=CC2=C(N(C(N(C2=O)CC(=O)C2=CC=C(C=C2)OC)=O)CC2=CC=C(C=C2)C=2C(=CC=CC2)C#N)S1 (4′-{[6-ethyl-3-[2-(4-methoxyphenyl)-2-oxoethyl]-2,4-dioxo-3,4-dihydrothieno[2,3-d]pyrimidin-1(2H)-yl]methyl}biphenyl-2-carbonitrile). Run in C(Cl)(Cl)Cl (chloroform), O1CCCC1 (tetrahydrofuran). Reaction conditions: time 2 day. Yields the product C(C)C1=CC2=C(N(C(N(C2=O)CC(C2=CC=C(C=C2)OC)OC)=O)CC2=CC=C(C=C2)C2=C(C=CC=C2)C2=NOC(N2)=O)S1 (6-ethyl-3-[2-methoxy-2-(4-methoxyphenyl)ethyl]-1-{[2′-(5-oxo-4,5-dihydro-1,2,4-oxadiazol-3-yl)biphenyl-4-yl]methyl}thieno[2,3-d]pyrimidine-2,4(1H,3H)-dione). Isolated yield 36.0%. As a reaction SMILES: [CH2:1]([C:3]1[S:39][C:6]2[N:7]([CH2:24][C:25]3[CH:30]=[CH:29][C:28]([C:31]4[C:32]([C:37]#[N:38])=[CH:33][CH:34]=[CH:35][CH:36]=4)=[CH:27][CH:26]=3)[C:8](=[O:23])[N:9]([CH2:12][C:13]([C:15]3[CH:20]=[CH:19][C:18]([O:21][CH3:22])=[CH:17][CH:16]=3)=[O:14])[C:10](=[O:11])[C:5]=2[CH:4]=1)[CH3:2].[BH4-].[Na+].[Cl-].[OH:43][NH3+:44].[C:45](=[O:48])([O-])O.[Na+].[CH3:50]S(C)=O>C(Cl)(Cl)Cl.O1CCCC1>[CH2:1]([C:3]1[S:39][C:6]2[N:7]([CH2:24][C:25]3[CH:30]=[CH:29][C:28]([C:31]4[CH:36]=[CH:35][CH:34]=[CH:33][C:32]=4[C:37]4[NH:38][C:45](=[O:48])[O:43][N:44]=4)=[CH:27][CH:26]=3)[C:8](=[O:23])[N:9]([CH2:12][CH:13]([O:14][CH3:50])[C:15]3[CH:16]=[CH:17][C:18]([O:21][CH3:22])=[CH:19][CH:20]=3)[C:10](=[O:11])[C:5]=2[CH:4]=1)[CH3:2] |f:1.2,3.4,5.6|. Procedure: To a mixture of 4′-{[6-ethyl-3-[2-(4-methoxyphenyl)-2-oxoethyl]-2,4-dioxo-3,4-dihydrothieno[2,3-d]pyrimidin-1(2H)-yl]methyl}biphenyl-2-carbonitrile (0.33 g) and tetrahydrofuran (20 mL) was added sodium borohydride (0.047 g), and the mixture was stirred at room temperature for 2 days. The reaction mixture was concentrated, and the residue was extracted with ethyl acetate and saturated aqueous ammonium chloride solution. The ethyl acetate layer was washed with saturated brine, and dried over anhyd... Reactants: NC=1C(=C(C(=C(C(=O)Cl)C1I)I)COC(C)=O)I (5-Amino-3-acetoxymethyl-2,4,6-triiodobenzoyl chloride), NC(CO)CO (serinol). The product is NC=1C(=C(C(=C(C(=O)NC(CO)CO)C1I)I)COC(C)=O)I (5-Amino-3-acetoxymethyl-N-(1,3-dihydroxyprop-2-yl)-2,4,6-triiodobenzamide). The yield is 95.0%. RXN SMILES: [NH2:1][C:2]1[C:3]([I:18])=[C:4]([CH2:13][O:14][C:15](=[O:17])[CH3:16])[C:5]([I:12])=[C:6]([C:10]=1[I:11])[C:7](Cl)=[O:8].[NH2:19][CH:20]([CH2:23][OH:24])[CH2:21][OH:22]>>[NH2:1][C:2]1[C:3]([I:18])=[C:4]([CH2:13][O:14][C:15](=[O:17])[CH3:16])[C:5]([I:12])=[C:6]([C:10]=1[I:11])[C:7]([NH:19][CH:20]([CH2:23][OH:24])[CH2:21][OH:22])=[O:8]. Procedure details: 5-Amino-3-acetoxymethyl-2,4,6-triiodobenzoyl chloride was reacted with serinol according to the conditions in Example 24 g. The product was isolated in 95% yield. The reactants are C(C)(C)NC(C)C (diisopropylamine), O1C(CCC1)C(=O)OC (methyl tetrahydro-2-furancarboxylate), BrCC1=CC(=CC=C1)OC (1-bromomethyl-3-methoxybenzene), Cl (hydrochloric acid), solution, C(CCC)[Li] (n-butyllithium). The solvent is O1CCCC1 (tetrahydrofuran), CCCCCC (hexane), C(C)(=O)OCC (ethyl acetate), O1CCCC1 (tetrahydrofuran), O1CCCC1 (tetrahydrofuran). Yields the product COC=1C=C(CC2(OCCC2)C(=O)OC)C=CC1 (Methyl 2-(3-methoxybenzyl)-tetrahydro-2-furancarboxylate). Isolated yield 59.0%. RXN SMILES: C(NC(C)C)(C)C.C([Li])CCC.[O:13]1[CH2:17][CH2:16][CH2:15][CH:14]1[C:18]([O:20][CH3:21])=[O:19].Br[CH2:23][C:24]1[CH:29]=[CH:28][CH:27]=[C:26]([O:30][CH3:31])[CH:25]=1.Cl>O1CCCC1.CCCCCC.C(OCC)(=O)C>[CH3:31][O:30][C:26]1[CH:25]=[C:24]([CH:29]=[CH:28][CH:27]=1)[CH2:23][C:14]1([C:18]([O:20][CH3:21])=[O:19])[CH2:15][CH2:16][CH2:17][O:13]1. Procedure: To a solution of 4.44 g of diisopropylamine in 20 ml of tetrahydrofuran were sequentially added 26 ml of 1.6 M solution of n-butyllithium in hexane, 5.30 g of methyl tetrahydro-2-furancarboxylate in 20 ml of tetrahydrofuran and 8.85 g of 1-bromomethyl-3-methoxybenzene in 25 ml of tetrahydrofuran at −70° C. under an atmosphere of nitrogen gas. After warming to room temperature, 100 ml of 1N hydrochloric acid and 200 ml of ethyl acetate were added. The organic layer was dried over anhydrous magnes...